This data is from the Open Reaction Database (ORD), a public repository of structured organic reaction records. The task is: describe an organic reaction: reactants, conditions, products, and yield Reactants: NC1=CC=C(C=N1)C#N (6-amino-3-cyanopyridine), C(CC)O (1-propanol), Cl (hydrogen chloride). Conditions: temperature 0 celsius, time 21 hour. The product is crude product, NC1=CC=C(C=N1)C(OCCC)=N (propyl 6-amino-3-pyridinecarboximidate). As a reaction SMILES: [NH2:1][C:2]1[N:7]=[CH:6][C:5]([C:8]#[N:9])=[CH:4][CH:3]=1.Cl.[CH2:11]([OH:14])[CH2:12][CH3:13]>>[NH2:1][C:2]1[N:7]=[CH:6][C:5]([C:8](=[NH:9])[O:14][CH2:11][CH2:12][CH3:13])=[CH:4][CH:3]=1. Procedure: After 6-amino-3-cyanopyridine (1.0 g, 8.4 mmol) was dissolved in 1-propanol (50 ml) and hydrogen chloride gas was passed into the solution at a temperature of 0°-10° C. for 30 minutes, the reactor was tight sealed for stirring the mixture at 0° C. for 21 hours. After the completion of the reaction, the reaction mixture was concentrated under reduced pressure, and a saturated aqueous sodium hydrogen carbonate solution (50 ml) was added to the concentrated mixture to adjust the pH to alkaline. The... Reactants: ClCC=1C(=NOC1C)C (4-chloromethyl-3,5-dimethylisoxazole), Cl.C(C)(=O)OC=1C=C(NC2=NC=NC3=CC(=C(C=C23)OC)O)C=CC1C (4-(3-acetoxy-4-methylanilino)-7-hydroxy-6-methoxyquinazoline hydrochloride). The reagents and catalysts are [I-].[K+] (potassium iodide). Product: CC1=NOC(=C1COC1=C(C=C2C=NC=NC2=C1)OC)C (7-(3,5-dimethylisoxazol-4-ylmethoxy)-6-methoxyquinazoline). Yield: 112.6%. Reaction SMILES: Cl.C(OC1C=C(C=CC=1C)N[C:10]1[C:19]2[C:14](=[CH:15][C:16]([OH:22])=[C:17]([O:20][CH3:21])[CH:18]=2)[N:13]=[CH:12][N:11]=1)(=O)C.Cl[CH2:28][C:29]1[C:30]([CH3:35])=[N:31][O:32][C:33]=1[CH3:34]>[I-].[K+]>[CH3:35][C:30]1[C:29]([CH2:28][O:22][C:16]2[CH:15]=[C:14]3[C:19]([CH:10]=[N:11][CH:12]=[N:13]3)=[CH:18][C:17]=2[O:20][CH3:21])=[C:33]([CH3:34])[O:32][N:31]=1 |f:0.1,3.4|. Procedure details: Using an analogouls procedure to that described for the starting material in Example 1, 4-(3-acetoxy-4-methylanilino)-7-hydroxy-6-methoxyquinazoline hydrochloride (400 mg) was reacted in the presence of potassium iodide (16 mg) with 4-chloromethyl-3,5-dimethylisoxazole (177 mg) to give 4-(3-acetoxy)-4-methylanilino)-7-(3,5-dimethylisoxazol-4-ylmethoxy)-6-methoxyquinazoline (342 mg, 72%). Reactants: CCOC(=O)C(C)Oc1cc(N2C(=O)C3=C(CCCC3)C2=O)ccc1Br, CO. Yields the product COC(=O)C(C)Oc1cc(N2C(=O)C3=C(CCCC3)C2=O)ccc1Br. Reaction SMILES: [Br:1][c:2]1[c:3]([O:19][CH:20]([CH3:21])[C:22](=[O:23])[O:24][CH2:25][CH3:26])[cH:4][c:5]([N:8]2[C:9](=[O:18])[C:10]3=[C:11]([C:12]2=[O:13])[CH2:14][CH2:15][CH2:16][CH2:17]3)[cH:6][cH:7]1.[CH3:27][OH:28]>>[Br:1][c:2]1[c:3]([O:19][CH:20]([CH3:21])[C:22](=[O:23])[O:24][CH3:25])[cH:4][c:5]([N:8]2[C:9](=[O:18])[C:10]3=[C:11]([C:12]2=[O:13])[CH2:14][CH2:15][CH2:16][CH2:17]3)[cH:6][cH:7]1. The reactants are CC1=CC=C(CO)C=C1 (p-methyl benzyl alcohol), C1(=CC=C(C=C1)C=O)C (p-tolualdehyde), C=C (ethylene), C1(=CC=C(C=C1)C=O)C (p-tolualdehyde), C1CO1 (ethylene oxide), O=O (oxygen), CC1=CC=C(CO)C=C1 (p-methyl benzyl alcohol). Run in CC=1C=CC(=CC1)C (p-xylene). Run at temperature 190 celsius. Product: CC=1C=CC(=CC1)C(=O)O (p-toluic acid). Reaction SMILES: [CH3:1][C:2]1[CH:9]=[CH:8][C:5]([CH2:6][OH:7])=[CH:4][CH:3]=1.C1(C)C=CC(C=[O:17])=CC=1.O=O.C=C.C1OC1>CC1C=CC(C)=CC=1>[CH3:1][C:2]1[CH:3]=[CH:4][C:5]([C:6]([OH:17])=[O:7])=[CH:8][CH:9]=1. Procedure: Into a pressure vessel equipped with magnetic agitation is placed a liquid charge of 92% p-xylene and 4.0% each of p-methyl benzyl alcohol and p-tolualdehyde which are obtainable from recycling streams and is then pressurized with 45 p.s.i.a. oxygen and then pressurized with ethylene. The reaction mixture is heated to 190° C. and reacted for 30 min. with agitation at a system pressure of 1420 p.s.i.g. The liquid phase effluent is found to contain 1.52% ethylene oxide, 4.5% p-methyl benzyl alcoho... The reactants are C(C1=CC=CC=C1)OCOC1(CCN(CC1)C(=O)OC(C)(C)C)CC(=C)C (tert-butyl 4-((benzyloxy)methoxy)-4-(2-methylallyl)piperidine-1-carboxylate), O (water), OO (H2O2), [OH-].[Na+] (sodium hydroxide). Solvent: C1CCOC1 (THF), C1CCOC1 (THF). Reaction conditions: time 16 hour. The product is C(C1=CC=CC=C1)OCOC1(CCN(CC1)C(=O)OC(C)(C)C)CC(CO)C (tert-butyl 4-((benzyloxy)methoxy)-4-(3-hydroxy-2-methylpropyl)piperidine-1-carboxylate). As a reaction SMILES: [CH2:1]([O:8][CH2:9][O:10][C:11]1([CH2:24][C:25]([CH3:27])=[CH2:26])[CH2:16][CH2:15][N:14]([C:17]([O:19][C:20]([CH3:23])([CH3:22])[CH3:21])=[O:18])[CH2:13][CH2:12]1)[C:2]1[CH:7]=[CH:6][CH:5]=[CH:4][CH:3]=1.[OH:28]O.[OH-].[Na+].O>C1COCC1>[CH2:1]([O:8][CH2:9][O:10][C:11]1([CH2:24][CH:25]([CH3:27])[CH2:26][OH:28])[CH2:16][CH2:15][N:14]([C:17]([O:19][C:20]([CH3:21])([CH3:22])[CH3:23])=[O:18])[CH2:13][CH2:12]1)[C:2]1[CH:3]=[CH:4][CH:5]=[CH:6][CH:7]=1 |f:2.3|. Procedure: To a solution of tert-butyl 4-((benzyloxy)methoxy)-4-(2-methylallyl)piperidine-1-carboxylate (3.05 g, 8.1 mmol) in THF (50 mL) was added BH3 solution in THF (32 mL, 1 mol/L, 32.4 mmol), and the mixture was stirred at room temperature for 16 hrs. Then 30% H2O2 solution (30 mL) and 10% sodium hydroxide solution (50 mL) were added slowly to the mixture, and the mixture was stirred for another 2 hrs. The mixture was then treated with water (10 mL) and extracted with EtOAc (3×20 mL). The combined org... Reported procedure: 5-bromo-2-hydroxy-3-trifluoromethylbenzaldehyde (63.98 g) was dissolved in N,N-dimethylformamide (130 mL), and potassium carbonate (65.79 g) and dimethylsulfuric acid (31.6 mL) were added to the solution under water cooling, and then the mixture was stirred at room temperature for 3 hours. Water was added to the reaction solution, and then the mixture was extracted with ethyl acetate. The organic layer was washed with 1N hydrochloric acid and saturated brine, and then dried over anhydrous sodium... Conditions: time 3 hour. Isolated yield 98.3%. RXN SMILES: [Br:1][C:2]1[CH:3]=[C:4]([C:11]([F:14])([F:13])[F:12])[C:5]([OH:10])=[C:6]([CH:9]=1)[CH:7]=[O:8].[C:15](=O)([O-])[O-].[K+].[K+].COS(=O)(=O)OC.O>CN(C)C=O>[Br:1][C:2]1[CH:3]=[C:4]([C:11]([F:12])([F:13])[F:14])[C:5]([O:10][CH3:15])=[C:6]([CH:9]=1)[CH:7]=[O:8] |f:1.2.3|. Yields the product BrC=1C=C(C(=C(C=O)C1)OC)C(F)(F)F (5-bromo-2-methoxy-3-trifluoromethylbenzaldehyde). The reactants are O (Water), C([O-])([O-])=O.[K+].[K+] (potassium carbonate), COS(OC)(=O)=O (dimethylsulfuric acid), BrC=1C=C(C(=C(C=O)C1)O)C(F)(F)F (5-bromo-2-hydroxy-3-trifluoromethylbenzaldehyde). Solvent: CN(C=O)C (N,N-dimethylformamide). Starting materials: C[O-], CO, CC1CN(c2c(F)cc3c(=O)c(C(=O)O)cn(C4CC4)c3c2F)CCN1, [Na+], [Na]. Product: COc1c(N2CCNC(C)C2)c(F)cc2c(=O)c(C(=O)O)cn(C3CC3)c12. Reaction SMILES: [CH3:1][O-:2].[CH3:31][OH:32].[CH:5]1([n:8]2[cH:9][c:10]([C:28](=[O:29])[OH:30])[c:11](=[O:27])[c:12]3[cH:13][c:14]([F:26])[c:15]([N:19]4[CH2:20][CH:21]([CH3:25])[NH:22][CH2:23][CH2:24]4)[c:16]([F:18])[c:17]23)[CH2:6][CH2:7]1.[Na+:3].[Na:4]>>[CH3:1][O:2][c:16]1[c:15]([N:19]2[CH2:20][CH:21]([CH3:25])[NH:22][CH2:23][CH2:24]2)[c:14]([F:26])[cH:13][c:12]2[c:11](=[O:27])[c:10]([C:28](=[O:29])[OH:30])[cH:9][n:8]([CH:5]3[CH2:6][CH2:7]3)[c:17]21.